Task: describe an organic reaction: reactants, conditions, products, and yield. Dataset: the Open Reaction Database (ORD), a public repository of structured organic reaction records The reactants are C([O-])([O-])=O.[K+].[K+] (potassium carbonate), ClC1=C(C=CC=C1)C1CC(C=C(C1)NNS(=O)(=O)C1=CC=C(C=C1)C)=O (5-(2-chlorophenyl)-1-[2-(4-methylphenylsulfonyl)hydrazino]cyclohexen-3-one), C([O-])([O-])=O.[K+].[K+] (potassium carbonate), BrCC(C(F)(F)F)=O (1-bromo-3,3,3-trifluoropropan-2-one). Run in CO (methanol). Reaction conditions: time 0.5 hour. Product: ClC1=C(C=CC=C1)C1CC(C=2C(=CN=NC2C1)C(F)(F)F)=O (7-(2-chlorophenyl)-4-trifluoromethyl-5,6,7,8-tetrahydrocinnolin-5-one). Isolated yield 44.5%. Reaction SMILES: [Cl:1][C:2]1[CH:7]=[CH:6][CH:5]=[CH:4][C:3]=1[CH:8]1[CH2:13][C:12]([NH:14][NH:15]S(C2C=CC(C)=CC=2)(=O)=O)=[CH:11][C:10](=[O:26])[CH2:9]1.C(=O)([O-])[O-].[K+].[K+].Br[CH2:34][C:35](=O)[C:36]([F:39])([F:38])[F:37]>CO>[Cl:1][C:2]1[CH:7]=[CH:6][CH:5]=[CH:4][C:3]=1[CH:8]1[CH2:13][C:12]2[N:14]=[N:15][CH:34]=[C:35]([C:36]([F:39])([F:38])[F:37])[C:11]=2[C:10](=[O:26])[CH2:9]1 |f:1.2.3|. Reported procedure: To a mixture of 5-(2-chlorophenyl)-1-[2-(4-methylphenylsulfonyl)hydrazino]cyclohexen-3-one (2.74 g), anhydrous potassium carbonate (1.26 g) and methanol (30 ml) was added at room temperature 1-bromo-3,3,3-trifluoropropan-2-one (1.74 g), and the mixture was stirred at the same temperature for 0.5 hours. To the mixture was added anhydrous potassium carbonate (1.26 g), and the mixture was refluxed for 1 hour. Under reduced pressure, the solvent was evaporated, and the residue was extracted with eth... RXN SMILES: [Br:1][C:2]1[CH:15]=[CH:14][C:13]2[C:12](=O)[C:11]3[C:6](=[CH:7][CH:8]=[CH:9][CH:10]=3)[C:5](=O)[C:4]=2[CH:3]=1.C(O)(C)C.O1CCCC1.[BH4-].[Na+]>O>[Br:1][C:2]1[CH:15]=[CH:14][C:13]2[C:4](=[CH:5][C:6]3[C:11]([CH:12]=2)=[CH:10][CH:9]=[CH:8][CH:7]=3)[CH:3]=1 |f:3.4|. Conditions: temperature 0 celsius, time 10 minute. Solvent: O (water). Reactants: BrC1=CC=2C(C3=CC=CC=C3C(C2C=C1)=O)=O (2-Bromoanthraquinone), C(C)(C)O (isopropyl alcohol), O1CCCC1 (tetrahydrofuran), [BH4-].[Na+] (NaBH4), [BH4-].[Na+] (NaBH4). Isolated yield 26.0%. Reported procedure: 2-Bromoanthraquinone 10 (8.50 g, 0.0296 mol, 1 equiv) and a 50:50 mixture of isopropyl alcohol and tetrahydrofuran (200 mL) were stirred for 10 minutes at 0° C., forming a yellow suspension. NaBH4 (6.70 g, 0.177 mol, 6.0 equiv.) was added to the suspension at 0° C. The mixture was stirred at 0° C. for three hours, turning red in color. The solution was then warmed to room temperature. Additional NaBH4 (3.35 g, 0.089 mol, 3.0 equiv.) was added to the solution at room temperature and the solution ... The product is BrC1=CC2=CC3=CC=CC=C3C=C2C=C1 (2-Bromoanthracene), solid. Reactants: C1(=CC=CC=C1)C1=NC2=CC=CC=C2C(=N1)Cl (2-phenyl-4-chloroquinazoline), OC1CCNCC1 (4-hydroxypiperidine), [OH-].[Na+] (sodium hydroxide). Run in C(C)O (ethyl alcohol). Product: C1(=CC=CC=C1)C1=NC2=CC=CC=C2C(=N1)N1CCC(CC1)O (1-(2-Phenyl-4-quinazolinyl)-4-piperidinol). The yield is 41.9%. Reaction SMILES: [C:1]1([C:7]2[N:16]=[C:15](Cl)[C:14]3[C:9](=[CH:10][CH:11]=[CH:12][CH:13]=3)[N:8]=2)[CH:6]=[CH:5][CH:4]=[CH:3][CH:2]=1.[OH:18][CH:19]1[CH2:24][CH2:23][NH:22][CH2:21][CH2:20]1.[OH-].[Na+]>C(O)C>[C:1]1([C:7]2[N:16]=[C:15]([N:22]3[CH2:23][CH2:24][CH:19]([OH:18])[CH2:20][CH2:21]3)[C:14]3[C:9](=[CH:10][CH:11]=[CH:12][CH:13]=3)[N:8]=2)[CH:6]=[CH:5][CH:4]=[CH:3][CH:2]=1 |f:2.3|. Procedure: A mixture containing 6 g (0.025 mole) of 2-phenyl-4-chloroquinazoline, 3.53 g (0.035 mole) of 4-hydroxypiperidine and 100 ml of 95% ethyl alcohol was refluxed for 3 hrs. One gram of sodium hydroxide (in one ml of water) was added and the mixture was refluxed for an additional 2 hr period. The mixture was filtered and the filtrate was added to 300 ml of water. The white crystalline precipitate was separated and recrystallized with methanol and water to give 3.2 g of the title compound, m.p. 165°-... Reactants: C(CCC)C=1N(C(N(N1)CC1=C(C=CC=C1)C(=O)OC)=O)CC1=CC=C(C=C1)C1=C(C=CC=C1)C1=NN=NN1 (5-n-butyl-2-[2-(carbomethoxy)benzyl]-2,4-dihydro-4-[[2'-(5-tetrazolyl)biphenyl-4-yl]methyl]-3H-1,2,4-triazol- 3-one), [OH-].[Na+] (sodium hydroxide). Run in C1CCOC1 (THF), CO (methanol). Conditions: time 8 hour. Yields the product C(CCC)C=1N(C(N(N1)CC1=C(C=CC=C1)C(=O)O)=O)CC1=CC=C(C=C1)C1=C(C=CC=C1)C1=NN=NN1 (5-n-Butyl-2-(2-carboxybenzyl)-2,4-dihydro-4-[[2'-(5-tetrazolyl)biphenyl-4-yl]methyl]-3H-1,2,4-triazol-3-one). Isolated yield 103.3%. RXN SMILES: [CH2:1]([C:5]1[N:6]([CH2:22][C:23]2[CH:28]=[CH:27][C:26]([C:29]3[CH:34]=[CH:33][CH:32]=[CH:31][C:30]=3[C:35]3[NH:39][N:38]=[N:37][N:36]=3)=[CH:25][CH:24]=2)[C:7](=[O:21])[N:8]([CH2:10][C:11]2[CH:16]=[CH:15][CH:14]=[CH:13][C:12]=2[C:17]([O:19]C)=[O:18])[N:9]=1)[CH2:2][CH2:3][CH3:4].[OH-].[Na+]>C1COCC1.CO>[CH2:1]([C:5]1[N:6]([CH2:22][C:23]2[CH:28]=[CH:27][C:26]([C:29]3[CH:34]=[CH:33][CH:32]=[CH:31][C:30]=3[C:35]3[NH:39][N:38]=[N:37][N:36]=3)=[CH:25][CH:24]=2)[C:7](=[O:21])[N:8]([CH2:10][C:11]2[CH:16]=[CH:15][CH:14]=[CH:13][C:12]=2[C:17]([OH:19])=[O:18])[N:9]=1)[CH2:2][CH2:3][CH3:4] |f:1.2|. Procedure: To a solution of 20 mg (0.038 mmole) of 5-n-butyl-2-[2-(carbomethoxy)benzyl]-2,4-dihydro-4-[[2'-(5-tetrazolyl)biphenyl-4-yl]methyl]-3H-1,2,4-triazol- 3-one (from Example 6) in 200 μl of dry THF was added all at once 84 μl (0.084 mmole) of 1N sodium hydroxide in methanol. The mixture was stirred overnight at room temperature and then evaporated to dryness. The residual solid was dissolved in 1.5 ml of methanol and treated with 90 μl of 1N HCl in methanol (final pH 2). The solvent was evaporated, ... Reactants: NCC(OCC)(OCC)C=1C=NC=CC1 (3-(2-amino-1,1-diethoxyethyl)pyridine), C1(=CC=CC=C1)CC(C(=O)O)=O (phenylpyruvic acid). Product: C(C)OC(CNC(C(=O)CC1=CC=CC=C1)=O)(C=1C=NC=CC1)OCC (N-[2,2-diethoxy-2-(3-pyridyl)ethyl]-3-phenylpyruvamide). As a reaction SMILES: [NH2:1][CH2:2][C:3]([C:10]1[CH:11]=[N:12][CH:13]=[CH:14][CH:15]=1)([O:7][CH2:8][CH3:9])[O:4][CH2:5][CH3:6].[C:16]1([CH2:22][C:23](=[O:27])[C:24](O)=[O:25])[CH:21]=[CH:20][CH:19]=[CH:18][CH:17]=1>>[CH2:8]([O:7][C:3]([O:4][CH2:5][CH3:6])([C:10]1[CH:11]=[N:12][CH:13]=[CH:14][CH:15]=1)[CH2:2][NH:1][C:24](=[O:25])[C:23]([CH2:22][C:16]1[CH:17]=[CH:18][CH:19]=[CH:20][CH:21]=1)=[O:27])[CH3:9]. Procedure details: In a manner analogous to Example 1, by condensing 3-(2-amino-1,1-diethoxyethyl)pyridine with phenylpyruvic acid there is obtained N-[2,2-diethoxy-2-(3-pyridyl)ethyl]-3-phenylpyruvamide as an amorphous, yellow solid. Subsequent acidic hydrolysis to 3-phenyl-N-[[(3-pyridyl)carbonyl]methyl]pyruvamide and ring closure gives 3-benzyl-5-(3-pyridyl)-2(1H)-pyrazinone as a solid, melting point 188°-190° (from ethyl acetate). Starting materials: CC1=C(N=C(O1)C1=CC=CC=C1)CCC(=O)C1=CC=C(C=O)C=C1 (4-[3-(5-Methyl-2-phenyl-4-oxazolyl)propionyl]benzaldehyde), S1C(NC(C1)=O)=O (thiazolidine-2,4-dione), N1CCCCC1 (piperidine). Product: CC1=C(N=C(O1)C1=CC=CC=C1)CCC(=O)C1=CC=C(C=C1)C=C1C(NC(S1)=O)=O (5-[4-(3-(5-Methyl-2-phenyl-4-oxazolyl)propionyl)phenylmethylene]thiazolidine-2,4-dione). As a reaction SMILES: [CH3:1][C:2]1[O:6][C:5]([C:7]2[CH:12]=[CH:11][CH:10]=[CH:9][CH:8]=2)=[N:4][C:3]=1[CH2:13][CH2:14][C:15]([C:17]1[CH:24]=[CH:23][C:20]([CH:21]=O)=[CH:19][CH:18]=1)=[O:16].[S:25]1[CH2:29][C:28](=[O:30])[NH:27][C:26]1=[O:31].N1CCCCC1>>[CH3:1][C:2]1[O:6][C:5]([C:7]2[CH:8]=[CH:9][CH:10]=[CH:11][CH:12]=2)=[N:4][C:3]=1[CH2:13][CH2:14][C:15]([C:17]1[CH:18]=[CH:19][C:20]([CH:21]=[C:29]2[S:25][C:26](=[O:31])[NH:27][C:28]2=[O:30])=[CH:23][CH:24]=1)=[O:16]. Procedure details: 4-[3-(5-Methyl-2-phenyl-4-oxazolyl)propionyl]benzaldehyde, the title product of Preparation 4, (16 g, 0.05 mol), thiazolidine-2,4-dione (11.7 g, 0.10 mol and piperidine (0.85 g, 0.01 mol) were combined in 300 mL absolute ethanol, and the mixture refluxed for 24 hours, cooled to 0° C., diluted slowly with 600 mL of ether and, after stirring for 1 hour at 0° C., crude product recovered by filtration. The crude product was triturated with 150 mL of warm acetic acid (40°-50° C.). The resulting slurr...